From a dataset of the Open Reaction Database (ORD), a public repository of structured organic reaction records. describe an organic reaction: reactants, conditions, products, and yield Reactants: ClC1=C(C(=O)O)C=CC=C1F (2-chloro-3-fluorobenzoic acid), CC1=NC=C(C=N1)C(CN)C1=CC=NC=C1 (2-(2-methylpyrimidin-5-yl)-2-(pyridin-4-yl)ethanamine). Product: ClC1=C(C(=O)NCC(C2=CC=NC=C2)C=2C=NC(=NC2)C)C=CC=C1F (2-chloro-3-fluoro-N-(2-(2-methylpyrimidin-5-yl)-2-(pyridin-4-yl)ethyl)benzamide). As a reaction SMILES: [Cl:1][C:2]1[C:10]([F:11])=[CH:9][CH:8]=[CH:7][C:3]=1[C:4]([OH:6])=O.[CH3:12][C:13]1[N:18]=[CH:17][C:16]([CH:19]([C:22]2[CH:27]=[CH:26][N:25]=[CH:24][CH:23]=2)[CH2:20][NH2:21])=[CH:15][N:14]=1>>[Cl:1][C:2]1[C:10]([F:11])=[CH:9][CH:8]=[CH:7][C:3]=1[C:4]([NH:21][CH2:20][CH:19]([C:16]1[CH:17]=[N:18][C:13]([CH3:12])=[N:14][CH:15]=1)[C:22]1[CH:23]=[CH:24][N:25]=[CH:26][CH:27]=1)=[O:6]. Procedure details: From 2-chloro-3-fluorobenzoic acid and 2-(2-methylpyrimidin-5-yl)-2-(pyridin-4-yl)ethanamine. LCMS (MH+): m/z=371.1, tR (minutes, Method F)=1.73 Reactants: FC=1C(=C(C=C(C1)F)C1=CCN(CC1)C(=O)OC(C)(C)C)C(F)(F)F (tert-butyl 4-(3,5-difluoro-2-(trifluoromethyl)phenyl)-5,6-dihydropyridine-1(2H)-carboxylate). Reagents/catalysts: [Pd] (Pd/C). Solvent: CCO (EtOH). Conditions: time 24 hour. The product is FC=1C(=C(C=C(C1)F)C1CCN(CC1)C(=O)OC(C)(C)C)C(F)(F)F (tert-butyl 4-(3,5-difluoro-2-(trifluoromethyl)phenyl)piperidine-1-carboxylate). The yield is 69.4%. RXN SMILES: [F:1][C:2]1[C:3]([C:22]([F:25])([F:24])[F:23])=[C:4]([C:9]2[CH2:14][CH2:13][N:12]([C:15]([O:17][C:18]([CH3:21])([CH3:20])[CH3:19])=[O:16])[CH2:11][CH:10]=2)[CH:5]=[C:6]([F:8])[CH:7]=1>CCO.[Pd]>[F:1][C:2]1[C:3]([C:22]([F:24])([F:25])[F:23])=[C:4]([CH:9]2[CH2:14][CH2:13][N:12]([C:15]([O:17][C:18]([CH3:21])([CH3:20])[CH3:19])=[O:16])[CH2:11][CH2:10]2)[CH:5]=[C:6]([F:8])[CH:7]=1. Procedure details: A mixture of tert-butyl 4-(3,5-difluoro-2-(trifluoromethyl)phenyl)-5,6-dihydropyridine-1(2H)-carboxylate (26, 0.750 g, 2.11 mmol) and 10% Pd/C (1.0 g) in EtOH (50 mL) stirred at ambient temperature under an atmosphere of H2 for 24 h. The mixture was filtered through Celite and the filtrate concentrated under reduced pressure to afford tert-butyl 4-(3,5-difluoro-2-(trifluoromethyl)phenyl)piperidine-1-carboxylate (27) as a white solid (535 mg, 82%). 1H NMR (300 MHz, CDCl3) δ 6.97-6.85 (m, 1H), 6.8... The reactants are CCOC(C)=O, COC(=O)c1cccc(F)c1F, NCCN1CCCCC1, CN(C)C=O. The product is COC(=O)c1cccc(F)c1NCCN1CCCCC1. As a reaction SMILES: [CH3:22][CH2:23][O:24][C:25]([CH3:26])=[O:27].[F:1][c:2]1[c:3]([C:4](=[O:5])[O:6][CH3:7])[cH:8][cH:9][cH:10][c:11]1[F:12].[N:13]1([CH2:19][CH2:20][NH2:21])[CH2:14][CH2:15][CH2:16][CH2:17][CH2:18]1.[O:28]=[CH:29][N:30]([CH3:31])[CH3:32]>>[c:2]1([NH:21][CH2:20][CH2:19][N:13]2[CH2:14][CH2:15][CH2:16][CH2:17][CH2:18]2)[c:3]([C:4](=[O:5])[O:6][CH3:7])[cH:8][cH:9][cH:10][c:11]1[F:12]. Starting materials: CCN(CC)S(F)(F)F, ClCCl, OCCOCC1CCN(c2ccc3nnc(C(F)(F)F)n3n2)CC1. Yields the product FCCOCC1CCN(c2ccc3nnc(C(F)(F)F)n3n2)CC1. RXN SMILES: [CH2:1]([N:2]([S:3]([F:4])([F:5])[F:7])[CH2:6][CH3:8])[CH3:9].[Cl:34][CH2:35][Cl:36].[F:10][C:11]([c:12]1[n:13][n:14][c:15]2[n:16]1[n:17][c:18]([N:21]1[CH2:22][CH2:23][CH:24]([CH2:27][O:28][CH2:29][CH2:30][OH:31])[CH2:25][CH2:26]1)[cH:19][cH:20]2)([F:32])[F:33]>>[F:7][CH2:30][CH2:29][O:28][CH2:27][CH:24]1[CH2:23][CH2:22][N:21]([c:18]2[n:17][n:16]3[c:12]([C:11]([F:10])([F:32])[F:33])[n:13][n:14][c:15]3[cH:20][cH:19]2)[CH2:26][CH2:25]1. Starting materials: NC=1C=C(C(=O)NCC2=CC=CC=C2)C=CN1 (2-amino-N-benzylisonicotinamide), CN(C)C1=NC=CC=C1 (dimethylaminopyridine), C(C)(C)N(C(C)C)CC (N,N-diisopropylethylamine), C(C1=CC=CC=C1)(=O)Cl (benzoyl chloride). The solvent is O1CCCC1 (tetrahydrofuran), C(C)(=O)OCC (ethyl acetate). Conditions: time 18 hour. Product: C(C1=CC=CC=C1)(=O)NC=1C=C(C(=O)NCC2=CC=CC=C2)C=CN1 (2-benzamido-N-benzylisonicotinamide). The yield is 14.0%. RXN SMILES: [NH2:1][C:2]1[CH:3]=[C:4]([CH:15]=[CH:16][N:17]=1)[C:5]([NH:7][CH2:8][C:9]1[CH:14]=[CH:13][CH:12]=[CH:11][CH:10]=1)=[O:6].CN(C1C=CC=CN=1)C.C(N(CC)C(C)C)(C)C.[C:36](Cl)(=[O:43])[C:37]1[CH:42]=[CH:41][CH:40]=[CH:39][CH:38]=1>O1CCCC1.C(OCC)(=O)C>[C:36]([NH:1][C:2]1[CH:3]=[C:4]([CH:15]=[CH:16][N:17]=1)[C:5]([NH:7][CH2:8][C:9]1[CH:14]=[CH:13][CH:12]=[CH:11][CH:10]=1)=[O:6])(=[O:43])[C:37]1[CH:42]=[CH:41][CH:40]=[CH:39][CH:38]=1. Reported procedure: To a solution of 2-amino-N-benzylisonicotinamide (0.23 g, 0.43 mmol), dimethylaminopyridine (0.01 g, 0.08 mmol) and N,N-diisopropylethylamine (0.3 mL, 1.7 mmol) in tetrahydrofuran (10 mL) at 0° C. was added benzoyl chloride (0.12 mL, 1.00 mmol). The resulting solution was warmed to ambient temperature and stirred for 18 hours, diluted with ethyl acetate (30 mL), washed with water (20 mL) and brine (20 mL). The organic solution was dried over anhydrous sulfate, filtered and concentrated in vacuo.... The reactants are ClC=1N=C(C2=C(N1)N(C=C2)S(=O)(=O)C2=CC=C(C)C=C2)NC2=CC=C1C=NN(C1=C2)C (2-chloro-N-(1-methyl-1H-indazol-6-yl)-7-tosyl-7H-pyrrolo[2,3-d]pyrimidin-4-amine), NC1=CC=C(C=C1)N1CCN(CC1)C(C)=O (1-(4-(4-aminophenyl)piperazin-1-yl)ethanone), C[Si](C)(C)Cl (TMSCl). Solvent: C(CCC)O (nBuOH), C(CCC)O (nBuOH). Yields the product CN1N=CC2=CC=C(C=C12)NC=1C2=C(N=C(N1)NC1=CC=C(C=C1)N1CCN(CC1)C(C)=O)NC=C2 (1-(4-(4-(4-(1-methyl-1H-indazol-6-ylamino)-7H-pyrrolo[2,3-d]pyrimidin-2-ylamino)phenyl)piperazin-1-yl)ethanone). The yield is 26.1%. As a reaction SMILES: Cl[C:2]1[N:3]=[C:4]([NH:21][C:22]2[CH:30]=[C:29]3[C:25]([CH:26]=[N:27][N:28]3[CH3:31])=[CH:24][CH:23]=2)[C:5]2[CH:10]=[CH:9][N:8](S(C3C=CC(C)=CC=3)(=O)=O)[C:6]=2[N:7]=1.[NH2:32][C:33]1[CH:38]=[CH:37][C:36]([N:39]2[CH2:44][CH2:43][N:42]([C:45](=[O:47])[CH3:46])[CH2:41][CH2:40]2)=[CH:35][CH:34]=1.C[Si](Cl)(C)C>C(O)CCC>[CH3:31][N:28]1[C:29]2[C:25](=[CH:24][CH:23]=[C:22]([NH:21][C:4]3[C:5]4[CH:10]=[CH:9][NH:8][C:6]=4[N:7]=[C:2]([NH:32][C:33]4[CH:34]=[CH:35][C:36]([N:39]5[CH2:40][CH2:41][N:42]([C:45](=[O:47])[CH3:46])[CH2:43][CH2:44]5)=[CH:37][CH:38]=4)[N:3]=3)[CH:30]=2)[CH:26]=[N:27]1. Reported procedure: A mixture of 2-chloro-N-(1-methyl-1H-indazol-6-yl)-7-tosyl-7H-pyrrolo[2,3-d]pyrimidin-4-amine (108 mg, 0.239 mmol), 1-(4-(4-aminophenyl)piperazin-1-yl)ethanone (78 mg, 0.356 mmol) and TMSCl (0.100 mL, 0.791 mmol) in nBuOH (2 mL) was stirred at 135° C. for 20 h. nBuOH was removed in vacuo. The residue was purified by HPLC to give 1-(4-(4-(4-(1-methyl-1H-indazol-6-ylamino)-7H-pyrrolo[2,3-d]pyrimidin-2-ylamino)phenyl)piperazin-1-yl)ethanone (30 mg). Starting materials: Brc1ccn2nc(Br)nc2c1, C1COCCN1. The product is Brc1ccn2nc(N3CCOCC3)nc2c1. Reaction SMILES: [Br:1][c:2]1[n:3][n:4]2[c:5]([cH:6][c:7]([Br:10])[cH:8][cH:9]2)[n:11]1.[CH2:12]1[CH2:13][O:14][CH2:15][CH2:16][NH:17]1>>[c:2]1([N:17]2[CH2:12][CH2:13][O:14][CH2:15][CH2:16]2)[n:3][n:4]2[c:5]([cH:6][c:7]([Br:10])[cH:8][cH:9]2)[n:11]1.